describe an organic reaction: reactants, conditions, products, and yield From a dataset of the Open Reaction Database (ORD), a public repository of structured organic reaction records. Starting materials: NCCCCN1C=NC=2C(=NC=3C=CC=CC3C21)N (1-(4-aminobutyl)-1H-imidazo[4,5-c]quinolin-4-amine), ClC1=CC=C(C=N1)C(=O)Cl (6-chloropyridine-3-carbonyl chloride). Product: NC1=NC=2C=CC=CC2C2=C1N=CN2CCCCNC(C2=CN=C(C=C2)Cl)=O (N3-[4-(4-amino-1H-imidazo[4,5-c]quinolin-1-yl)butyl]-6-chloronicotinamide). As a reaction SMILES: [NH2:1][CH2:2][CH2:3][CH2:4][CH2:5][N:6]1[C:18]2[C:17]3[CH:16]=[CH:15][CH:14]=[CH:13][C:12]=3[N:11]=[C:10]([NH2:19])[C:9]=2[N:8]=[CH:7]1.[Cl:20][C:21]1[N:26]=[CH:25][C:24]([C:27](Cl)=[O:28])=[CH:23][CH:22]=1>>[NH2:19][C:10]1[C:9]2[N:8]=[CH:7][N:6]([CH2:5][CH2:4][CH2:3][CH2:2][NH:1][C:27](=[O:28])[C:24]3[CH:23]=[CH:22][C:21]([Cl:20])=[N:26][CH:25]=3)[C:18]=2[C:17]2[CH:16]=[CH:15][CH:14]=[CH:13][C:12]=2[N:11]=1. Procedure details: According to the general method of Example 14, 1-(4-aminobutyl)-1H-imidazo[4,5-c]quinolin-4-amine and 6-chloropyridine-3-carbonyl chloride were combined to provide N3-[4-(4-amino-1H-imidazo[4,5-c]quinolin-1-yl)butyl]-6-chloronicotinamide as an off white crystalline solid, m.p. 144.0-148.0° C. (decomposition). 1H NMR (300 MHz, DMSO-d6) δ 8.77 (dd, J=2.5, 0.6 Hz, 1H), 8.73 (t, J=5.6 Hz, 1H), 8.22 (s, 1H), 8.16 (dd, J=8.3, 2.5 Hz, 1H), 8.03 (m, 1H), 7.63 (d, J=0.5 Hz, 1H), 7.60 (d, J=0.5 Hz, 1H), 7... Reactants: N1N=C(C2=CC=CC=C12)\C=C\1/OC2=C(C1=O)C=C(C(=C2CCC2CCN(CC2)C(=O)OC(C)(C)C)OC)F (tert-butyl (Z)-4-(2-{2-[(1H-indazol-3-yl)methylene]-5-fluoro-6-methoxy-3-oxo-2,3-dihydrobenzofuran-7-yl}ethyl)piperidine-1-carboxylate), solution, Cl (hydrogen chloride). Solvent: C(Cl)Cl (methylene chloride), O1CCOCC1 (1,4-dioxane). Reaction conditions: time 2 hour. Product: N1N=C(C2=CC=CC=C12)\C=C\1/OC2=C(C1=O)C=C(C(=C2CCC2CCNCC2)OC)F ((Z)-2-[(1H-indazol-3-yl)methylene]-5-fluoro-6-methoxy-7-[2-(piperidin-4-yl)ethyl]benzofuran-3(2H)-one). The yield is 81.4%. As a reaction SMILES: [NH:1]1[C:9]2[C:4](=[CH:5][CH:6]=[CH:7][CH:8]=2)[C:3](/[CH:10]=[C:11]2\[O:12][C:13]3[C:20]([CH2:21][CH2:22][CH:23]4[CH2:28][CH2:27][N:26](C(OC(C)(C)C)=O)[CH2:25][CH2:24]4)=[C:19]([O:36][CH3:37])[C:18]([F:38])=[CH:17][C:14]=3[C:15]\2=[O:16])=[N:2]1.Cl>C(Cl)Cl.O1CCOCC1>[NH:1]1[C:9]2[C:4](=[CH:5][CH:6]=[CH:7][CH:8]=2)[C:3](/[CH:10]=[C:11]2\[O:12][C:13]3[C:20]([CH2:21][CH2:22][CH:23]4[CH2:28][CH2:27][NH:26][CH2:25][CH2:24]4)=[C:19]([O:36][CH3:37])[C:18]([F:38])=[CH:17][C:14]=3[C:15]\2=[O:16])=[N:2]1. Reported procedure: A solution of tert-butyl (Z)-4-(2-{2-[(1H-indazol-3-yl)methylene]-5-fluoro-6-methoxy-3-oxo-2,3-dihydrobenzofuran-7-yl}ethyl)piperidine-1-carboxylate (0.0231 g, 0.0443 mmol) in methylene chloride (3 mL) was added with a 4 M solution of hydrogen chloride in 1,4-dioxane (3 mL), and the mixture was stirred at room temperature for 2 hours. The reaction mixture was concentrated, the resulting residue was added with saturated aqueous sodium hydrogencarbonate, and the precipitated solid was collected by... Starting materials: NC1=C(C=C(C=C1)Cl)C(=O)C1=CC=CC=C1 ((2-amino-5-chlorophenyl)(phenyl)methanone), C1(CCCCC1)C(CC#N)=O (3-cyclohexyl-3-oxo-propionitrile). The product is ClC=1C=C2C(=C(C(=NC2=CC1)C1CCCCC1)C#N)C1=CC=CC=C1 (6-Chloro-2-cyclohexyl-4-phenyl-quinoline-3-carbonitrile). As a reaction SMILES: [NH2:1][C:2]1[CH:7]=[CH:6][C:5]([Cl:8])=[CH:4][C:3]=1[C:9]([C:11]1[CH:16]=[CH:15][CH:14]=[CH:13][CH:12]=1)=O.[CH:17]1([C:23](=O)[CH2:24][C:25]#[N:26])[CH2:22][CH2:21][CH2:20][CH2:19][CH2:18]1>>[Cl:8][C:5]1[CH:4]=[C:3]2[C:2](=[CH:7][CH:6]=1)[N:1]=[C:23]([CH:17]1[CH2:22][CH2:21][CH2:20][CH2:19][CH2:18]1)[C:24]([C:25]#[N:26])=[C:9]2[C:11]1[CH:16]=[CH:15][CH:14]=[CH:13][CH:12]=1. Procedure: The title compound was prepared in analogy to example 101 step B from (2-amino-5-chlorophenyl)(phenyl)methanone and 3-cyclohexyl-3-oxo-propionitrile. Colorless solid. Reactants: N1=C(C=NC=C1)C(=O)NNC(=N)N (pyrazinamidoguanidine), ClCCN=C=S (2-chloroethylisothiocyanate), N(C(=N)N)NC(=O)C1=NC(=C(N=C1N)N)Cl (N-guanidino-3,5-diamino-6-chloro-2-pyrazinecarboxamide), [N-]=C=S (isothiocyanate). Yields the product NC=1C(=NC(=C(N1)N)Cl)C(=O)NNC=NNC=1SCCN1 (3,5-diamino-6-chloro-N-{[(2-thiazolinylamino)iminomethyl]-amino}-2-pyrazinecarboxamide). Reaction SMILES: [N:1]1C=CN=[CH:3][C:2]=1C(NNC(N)=N)=O.[NH:14]([NH:18][C:19]([C:21]1[C:26]([NH2:27])=[N:25][C:24]([NH2:28])=[C:23]([Cl:29])[N:22]=1)=[O:20])[C:15]([NH2:17])=N.[N-:30]=[C:31]=[S:32].ClCCN=C=S>>[NH2:27][C:26]1[C:21]([C:19]([NH:18][NH:14][CH:15]=[N:17][NH:30][C:31]2[S:32][CH2:3][CH2:2][N:1]=2)=[O:20])=[N:22][C:23]([Cl:29])=[C:24]([NH2:28])[N:25]=1. Reported procedure: A process of claim 5 wherein the pyrazinamidoguanidine is N-guanidino-3,5-diamino-6-chloro-2-pyrazinecarboxamide and the isothiocyanate is 2-chloroethylisothiocyanate which yields 3,5-diamino-6-chloro-N-{[(2-thiazolinylamino)iminomethyl]-amino}-2-pyrazinecarboxamide.